This data is from the Open Reaction Database (ORD), a public repository of structured organic reaction records. The task is: describe an organic reaction: reactants, conditions, products, and yield Reaction conditions: temperature 100 celsius, time 30 minute. As a reaction SMILES: Br[C:2]1[CH:3]=[C:4]([O:16][CH3:17])[C:5]2[N:6]([N:8]=[CH:9][C:10]=2[C:11]#[C:12][CH:13]2[CH2:15][CH2:14]2)[CH:7]=1.[Si]([O:25][CH2:26][CH:27]([F:43])[CH2:28][N:29]1[CH:33]=[C:32](B2OC(C)(C)C(C)(C)O2)[CH:31]=[N:30]1)(C(C)(C)C)(C)C.[F-].[K+].F[B-](F)(F)F.C([PH+](C(C)(C)C)C(C)(C)C)(C)(C)C.[F-].C([N+](CCCC)(CCCC)CCCC)CCC>CN(C=O)C.C(OCC)(=O)C.C1C=CC(/C=C/C(/C=C/C2C=CC=CC=2)=O)=CC=1.C1C=CC(/C=C/C(/C=C/C2C=CC=CC=2)=O)=CC=1.C1C=CC(/C=C/C(/C=C/C2C=CC=CC=2)=O)=CC=1.[Pd].[Pd]>[CH:13]1([C:12]#[C:11][C:10]2[CH:9]=[N:8][N:6]3[CH:7]=[C:2]([C:32]4[CH:31]=[N:30][N:29]([CH2:28][CH:27]([F:43])[CH2:26][OH:25])[CH:33]=4)[CH:3]=[C:4]([O:16][CH3:17])[C:5]=23)[CH2:15][CH2:14]1 |f:2.3,4.5,6.7,10.11.12.13.14|. The reactants are BrC=1C=C(C=2N(C1)N=CC2C#CC2CC2)OC (6-bromo-3-(cyclopropylethynyl)-4-methoxypyrazolo[1,5-a]pyridine), [F-].C(CCC)[N+](CCCC)(CCCC)CCCC (Tetra-n-butylammonium fluoride), F[B-](F)(F)F.C(C)(C)(C)[PH+](C(C)(C)C)C(C)(C)C (tri-t-butylphosphonium tetrafluoroborate), [Si](C)(C)(C(C)(C)C)OCC(CN1N=CC(=C1)B1OC(C(O1)(C)C)(C)C)F (1-(3-{[tert-butyl(dimethyl)silyl]oxy}-2-fluoropropyl)-4-(4,4,5,5-tetramethyl-1,3,2-dioxaborolan-2-yl)-1H-pyrazole), [F-].[K+] (potassium fluoride), [F-].C(CCC)[N+](CCCC)(CCCC)CCCC (tetra-n-butylammonium fluoride). Yields the product C1(CC1)C#CC=1C=NN2C1C(=CC(=C2)C=2C=NN(C2)CC(CO)F)OC (3-{4-[3-(cyclopropylethynyl)-4-methoxypyrazolo[1,5-a]pyridin-6-yl]-1H-pyrazol-1-yl}-2-fluoropropan-1-ol). The solvent is C(C)(=O)OCC (ethyl acetate), CN(C)C=O (DMF). The reagents and catalysts are C=1C=CC(=CC1)/C=C/C(=O)/C=C/C2=CC=CC=C2.C=1C=CC(=CC1)/C=C/C(=O)/C=C/C2=CC=CC=C2.C=1C=CC(=CC1)/C=C/C(=O)/C=C/C2=CC=CC=C2.[Pd].[Pd] (tris(dibenzylideneacetone)dipalladium). Procedure details: 6-bromo-3-(cyclopropylethynyl)-4-methoxypyrazolo[1,5-a]pyridine (36.0 mg, 0.124 mmol), 1-(3-{[tert-butyl(dimethyl)silyl]oxy}-2-fluoropropyl)-4-(4,4,5,5-tetramethyl-1,3,2-dioxaborolan-2-yl)-1H-pyrazole (95.0 mg, 0.247 mmol), tris(dibenzylideneacetone)dipalladium (11.3 mg, 0.012 mmol), potassium fluoride (38.1 mg, 0.655 mmol), and tri-t-butylphosphonium tetrafluoroborate (7.2 mg, 0.025 mmol) were suspended in 1.3 mL of DMF and sparged with Ar for 10 minutes. The mixture was heated to 100° C. for 1... Starting materials: C=1C(=[N+](C(=NC1N2CCCCC2)N)[O-])N (minoxidil), CC(=O)N1CCN(CC1)C=2C=CC(=CC2)OC[C@@H]3CO[C@@](O3)(CN4C=CN=C4)C=5C=CC(=CC5Cl)Cl (ketoconazole), C(C(C)O)O (propylene glycol), C(C)O (ethanol). The solvent is O (water). The product is C=1C(=[N+](C(=NC1N2CCCCC2)N)[O-])N.CC(=O)N1CCN(CC1)C=2C=CC(=CC2)OC[C@@H]3CO[C@@](O3)(CN4C=CN=C4)C=5C=CC(=CC5Cl)Cl (minoxidil ketoconazole). Isolated yield 2.0%. RXN SMILES: [CH:1]1[C:2]([NH2:15])=[N+:3]([O-:14])[C:4]([NH2:13])=[N:5][C:6]=1[N:7]1[CH2:12][CH2:11][CH2:10][CH2:9][CH2:8]1.[CH3:16][C:17]([N:19]1[CH2:24][CH2:23][N:22]([C:25]2[CH:26]=[CH:27][C:28]([O:31][CH2:32][C@H:33]3[O:37][C@@:36]([C:44]4[CH:45]=[CH:46][C:47]([Cl:51])=[CH:48][C:49]=4[Cl:50])([CH2:38][N:39]4[CH:43]=[N:42][CH:41]=[CH:40]4)[O:35][CH2:34]3)=[CH:29][CH:30]=2)[CH2:21][CH2:20]1)=[O:18].C(O)C(O)C.C(O)C>O>[CH:1]1[C:2]([NH2:15])=[N+:3]([O-:14])[C:4]([NH2:13])=[N:5][C:6]=1[N:7]1[CH2:12][CH2:11][CH2:10][CH2:9][CH2:8]1.[CH3:16][C:17]([N:19]1[CH2:24][CH2:23][N:22]([C:25]2[CH:26]=[CH:27][C:28]([O:31][CH2:32][C@H:33]3[O:37][C@@:36]([C:44]4[CH:45]=[CH:46][C:47]([Cl:51])=[CH:48][C:49]=4[Cl:50])([CH2:38][N:39]4[CH:43]=[N:42][CH:41]=[CH:40]4)[O:35][CH2:34]3)=[CH:29][CH:30]=2)[CH2:21][CH2:20]1)=[O:18] |f:5.6|. Procedure: 0.4 g of the minoxidil of Example 1 and 0.4 g ketoconazole available from Janssen Pharmaceutica N.V., Beerse, Belgium, were added with stirring at ambient temperature and pressure into a beaker containing 4 ml of propylene glycol, 12 ml of ethanol, and 4 ml water to produce a 2% minoxidil/ketoconazole-containing solution. Starting materials: BrC1=CC=C2C=CNC2=C1 (6-bromo-1H-indole), CC1=C(C=CC=C1)B(O)O (2-methylphenylboronic acid). Yields the product CC1=C(C=CC=C1)C1=CC=C2C=CNC2=C1 (6-(2-METHYLPHENYL)-1H-INDOLE). RXN SMILES: Br[C:2]1[CH:10]=[C:9]2[C:5]([CH:6]=[CH:7][NH:8]2)=[CH:4][CH:3]=1.[CH3:11][C:12]1[CH:17]=[CH:16][CH:15]=[CH:14][C:13]=1B(O)O>>[CH3:11][C:12]1[CH:17]=[CH:16][CH:15]=[CH:14][C:13]=1[C:2]1[CH:10]=[C:9]2[C:5]([CH:6]=[CH:7][NH:8]2)=[CH:4][CH:3]=1. Procedure: Prepared by Procedure I and Scheme T using 6-bromo-1H-indole and 2-methylphenylboronic acid: ESMS m/e: 207.9 (M+H)+. Reactants: BrC1=CC(=C(CN2N=C(C3=CC=CC=C23)C2=NC=C(C(=N2)NC2=CC=NC=C2)OC)C(=C1)F)F (2-[1-(4-bromo-2,6-difluorobenzyl)-1H-indazol-3-yl]-5-methoxy-N-(pyridin-4-yl)pyrimidin-4-amine), C1(CC1)B(O)O (cyclopropylboronic acid), C1(CCCCC1)P(C1CCCCC1)C1CCCCC1 (tricyclohexylphosphane), P(=O)([O-])([O-])[O-].[K+].[K+].[K+] (potassium phosphate). Reagents/catalysts: C(C)(=O)[O-].[Pd+2].C(C)(=O)[O-] (palladium (II) acetate). The solvent is C1(=CC=CC=C1)C (toluene), O (water). Conditions: temperature 100 celsius, time 5 hour. The product is C1(CC1)C1=CC(=C(CN2N=C(C3=CC=CC=C23)C2=NC=C(C(=N2)NC2=CC=NC=C2)OC)C(=C1)F)F (2-[1-(4-cyclopropyl-2,6-difluorobenzyl)-1H-indazol-3-yl]-5-methoxy-N-(pyridin-4-yl)pyrimidin-4-amine). RXN SMILES: Br[C:2]1[CH:32]=[C:31]([F:33])[C:5]([CH2:6][N:7]2[C:15]3[C:10](=[CH:11][CH:12]=[CH:13][CH:14]=3)[C:9]([C:16]3[N:21]=[C:20]([NH:22][C:23]4[CH:28]=[CH:27][N:26]=[CH:25][CH:24]=4)[C:19]([O:29][CH3:30])=[CH:18][N:17]=3)=[N:8]2)=[C:4]([F:34])[CH:3]=1.[CH:35]1(B(O)O)[CH2:37][CH2:36]1.C1(P(C2CCCCC2)C2CCCCC2)CCCCC1.P([O-])([O-])([O-])=O.[K+].[K+].[K+]>C1(C)C=CC=CC=1.C([O-])(=O)C.[Pd+2].C([O-])(=O)C.O>[CH:35]1([C:2]2[CH:32]=[C:31]([F:33])[C:5]([CH2:6][N:7]3[C:15]4[C:10](=[CH:11][CH:12]=[CH:13][CH:14]=4)[C:9]([C:16]4[N:21]=[C:20]([NH:22][C:23]5[CH:24]=[CH:25][N:26]=[CH:27][CH:28]=5)[C:19]([O:29][CH3:30])=[CH:18][N:17]=4)=[N:8]3)=[C:4]([F:34])[CH:3]=2)[CH2:37][CH2:36]1 |f:3.4.5.6,8.9.10|. Procedure details: 100 mg of 2-[1-(4-bromo-2,6-difluorobenzyl)-1H-indazol-3-yl]-5-methoxy-N-(pyridin-4-yl)pyrimidin-4-amine (2-12-1, 0.191 mmol, 1. eq.) were suspended in 3 ml of dry toluene. 21.3 mg of cyclopropylboronic acid (0.248 mmol, 1.3 eq.) 5.36 mg of tricyclohexylphosphane (0.019 mmol, 0.1 eq.), 142 mg of potassium phosphate (0.669 mmol, 3.5 eq.) and 50 μl of water were added. Then 2.15 mg of palladium (II) acetate (0.01 mmol, 0.05 eq.) were added under a nitrogen atmosphere. The mixture was stirred at 10... Starting materials: [N+](=O)([O-])C=1C=NSC1OC1CCN(CC1)C(=O)OC(C)(C)C (tert-butyl 4-(4-nitroisothiazol-5-yloxy)piperidine-1-carboxylate), O (water), C(=O)(O)[O-].[Na+] (NaHCO3), [O-]S(=O)S(=O)[O-].[Na+].[Na+] (Na2S2O4). Run in C(C)(=O)OCC (ethyl acetate), CO (methanol). Run at temperature 35 celsius, time 3 hour. Yields the product NC=1C=NSC1OC1CCN(CC1)C(=O)OC(C)(C)C (tert-butyl 4-(4-aminoisothiazol-5-yloxy)piperidine-1-carboxylate). Yield: 40.3%. Reaction SMILES: [N+:1]([C:4]1[CH:5]=[N:6][S:7][C:8]=1[O:9][CH:10]1[CH2:15][CH2:14][N:13]([C:16]([O:18][C:19]([CH3:22])([CH3:21])[CH3:20])=[O:17])[CH2:12][CH2:11]1)([O-])=O.O.C([O-])(O)=O.[Na+].[O-]S(S([O-])=O)=O.[Na+].[Na+]>CO.C(OCC)(=O)C>[NH2:1][C:4]1[CH:5]=[N:6][S:7][C:8]=1[O:9][CH:10]1[CH2:11][CH2:12][N:13]([C:16]([O:18][C:19]([CH3:22])([CH3:21])[CH3:20])=[O:17])[CH2:14][CH2:15]1 |f:2.3,4.5.6|. Procedure: To a solution of tert-butyl 4-(4-nitroisothiazol-5-yloxy)piperidine-1-carboxylate (1C3) (213 mg, 0.67 mmol) in methanol (4 mL) at room temperature was added water (3 mL), saturated NaHCO3 solution (3 mL) and Na2S2O4 (340 mg, 2 mmol). The mixture was stirred at 35° C. for 3 hours, cooled to room temperature, diluted with ethyl acetate (100 mL), washed with brine, dried over Na2SO4, and concentrated in vacuo at room temperature (25° C.). The residue was purified with flash column (eluent: 10-30% e... The reactants are C1(CCCCC1)NS(=O)(=O)C=1C=C(C(=O)O)C=CC1 (3-[(cyclohexylamino)sulfonyl]benzoic acid), B.C1CCOC1 (borane THF), Cl (hydrochloric acid), CO (MeOH). The solvent is C1CCOC1 (THF). Run at time 0.5 hour. The product is C1(CCCCC1)NS(=O)(=O)C1=CC(=CC=C1)CO (N-Cyclohexyl-3-(hydroxymethyl)benzenesulfonamide). Yield: 90.9%. RXN SMILES: [CH:1]1([NH:7][S:8]([C:11]2[CH:12]=[C:13]([CH:17]=[CH:18][CH:19]=2)[C:14](O)=[O:15])(=[O:10])=[O:9])[CH2:6][CH2:5][CH2:4][CH2:3][CH2:2]1.B.C1COCC1.CO.Cl>C1COCC1>[CH:1]1([NH:7][S:8]([C:11]2[CH:19]=[CH:18][CH:17]=[C:13]([CH2:14][OH:15])[CH:12]=2)(=[O:9])=[O:10])[CH2:6][CH2:5][CH2:4][CH2:3][CH2:2]1 |f:1.2|. Procedure: A solution of 3-[(cyclohexylamino)sulfonyl]benzoic acid (2.25 g) in THF (100 ml) under nitrogen at 0° was treated dropwise with 1M borane-THF solution (23.82 ml). The mixture was stirred at 0° for 0.5 h and then at 20° for 72 h. The mixture was cooled to 0° and MeOH (20 ml) was added dropwise. The mixture was stirred for 15 min and then 2N hydrochloric acid (50 ml) was added and the mixture was allowed to warm to 20°. The bulk of the organic solvents were removed by evaporation in vacuo and the ...